This data is from the Open Reaction Database (ORD), a public repository of structured organic reaction records. The task is: describe an organic reaction: reactants, conditions, products, and yield Starting materials: aqueous solution, [OH-].[Na+] (sodium hydroxide), OO (hydrogen peroxide), C(#N)C1=CC=C(C=C1)C#CC1=CC=C(C=C1)Br (1-(4-cyanophenyl)-2-(4-bromophenyl)acetylene), CN1CCCCC1 (N-methylpiperidine), C([O-])([O-])=O.[K+].[K+] (potassium carbonate). Reagents/catalysts: C=1C=CC(=CC1)[P](C=2C=CC=CC2)(C=3C=CC=CC3)[Pd]([P](C=4C=CC=CC4)(C=5C=CC=CC5)C=6C=CC=CC6)([P](C=7C=CC=CC7)(C=8C=CC=CC8)C=9C=CC=CC9)[P](C=1C=CC=CC1)(C=1C=CC=CC1)C=1C=CC=CC1 (tetrakis(triphenylphosphine)palladium). Run in O1CCCC1 (tetrahydrofuran), O1CCCC1 (tetrahydrofuran). The product is C(#N)C1=CC=C(C=C1)C#CC1=CC=C(C=C1)\C=C\CCC (1-(4-cyanophenyl)-2-[4-(1-trans-pentenyl)phenyl]acetylene). Yield: 82.9%. Reaction SMILES: [C:1]([C:3]1[CH:8]=[CH:7][C:6]([C:9]#[C:10][C:11]2[CH:16]=[CH:15][C:14](Br)=[CH:13][CH:12]=2)=[CH:5][CH:4]=1)#[N:2].CN1[CH2:24][CH2:23][CH2:22][CH2:21][CH2:20]1.C(=O)([O-])[O-].[K+].[K+].[OH-].[Na+].OO>O1CCCC1.C1C=CC([P]([Pd]([P](C2C=CC=CC=2)(C2C=CC=CC=2)C2C=CC=CC=2)([P](C2C=CC=CC=2)(C2C=CC=CC=2)C2C=CC=CC=2)[P](C2C=CC=CC=2)(C2C=CC=CC=2)C2C=CC=CC=2)(C2C=CC=CC=2)C2C=CC=CC=2)=CC=1>[C:1]([C:3]1[CH:8]=[CH:7][C:6]([C:9]#[C:10][C:11]2[CH:16]=[CH:15][C:14](/[CH:20]=[CH:21]/[CH2:22][CH2:23][CH3:24])=[CH:13][CH:12]=2)=[CH:5][CH:4]=1)#[N:2] |f:2.3.4,5.6,^1:43,45,64,83|. Reported procedure: In a four necked flask equipped with a stirrer, a reflux condenser and a thermometer which had been replaced by a nitrogen atmosphere, 1-(4-cyanophenyl)-2-(4-bromophenyl)acetylene (3.4 g, 12 mmol), tetrakis(triphenylphosphine)palladium (0.23 g, 0.2 mmol), N-methylpiperidine (5 g), potassium carbonate (5.5 g, 40 mmol) and tetrahydrofuran (60 ml) were charged. Then, to the mixture, a solution of E-1-pentenylcatecholborane (20 mmol) in tetrahydrofuran (50 ml) was dropwise added at room temperature,...